This data is from the Open Reaction Database (ORD), a public repository of structured organic reaction records. The task is: describe an organic reaction: reactants, conditions, products, and yield Reactants: BrB(Br)Br, COc1ccc(C=Cc2cnc(-c3ccc(N(C)C)cc3)s2)cc1, ClCCl, [Na+], O=C([O-])O. Yields the product CN(C)c1ccc(-c2ncc(C=Cc3ccc(O)cc3)s2)cc1. RXN SMILES: [B:25]([Br:26])([Br:27])[Br:28].[CH3:1][O:2][c:3]1[cH:4][cH:5][c:6]([CH:7]=[CH:8][c:9]2[cH:10][n:11][c:12](-[c:14]3[cH:15][cH:16][c:17]([N:18]([CH3:19])[CH3:20])[cH:21][cH:22]3)[s:13]2)[cH:23][cH:24]1.[Cl:34][CH2:35][Cl:36].[Na+:33].[O-:29][C:30]([OH:31])=[O:32]>>[OH:2][c:3]1[cH:4][cH:5][c:6]([CH:7]=[CH:8][c:9]2[cH:10][n:11][c:12](-[c:14]3[cH:15][cH:16][c:17]([N:18]([CH3:19])[CH3:20])[cH:21][cH:22]3)[s:13]2)[cH:23][cH:24]1. The reactants are CCC(N)CC, COC(=O)c1c(Cl)cc(C)nc1Cl, CS(C)=O. The product is CCC(CC)Nc1cc(C)nc(Cl)c1C(=O)OC. As a reaction SMILES: [CH2:14]([CH3:15])[CH:16]([CH2:17][CH3:18])[NH2:19].[CH3:1][O:2][C:3]([c:4]1[c:5]([Cl:12])[n:6][c:7]([CH3:11])[cH:8][c:9]1[Cl:10])=[O:13].[CH3:20][S:21]([CH3:22])=[O:23]>>[CH3:1][O:2][C:3]([c:4]1[c:5]([Cl:12])[n:6][c:7]([CH3:11])[cH:8][c:9]1[NH:19][CH:16]([CH2:14][CH3:15])[CH2:17][CH3:18])=[O:13]. Starting materials: C[C@@H]1N(CCOC1)C1=NC(=NC(=C1)CS(=O)(=O)C(C)(C)C)C1=CC=C(C=C1)NC(OC1=CC=CC=C1)=O (phenyl N-[4-[4-[(3S)-3-methylmorpholin-4-yl]-6-(tert-butylsulfonylmethyl)pyrimidin-2-yl]phenyl]carbamate), C[C@@H]1N(CCOC1)C1=NC(=NC(=C1)C(C)(C)S(=O)(=O)C(C)(C)C)C1=CC=C(C=C1)NC(OC1=CC=CC=C1)=O (phenyl N-[4-[4-[(3S)-3-methylmorpholin-4-yl]-6-(2-tert-butylsulfonylpropan-2-yl)pyrimidin-2-yl]phenyl]carbamate), amine. Procedure details: The following compounds were made in an analogous fashion from either phenyl N-[4-[4-[(3S)-3-methylmorpholin-4-yl]-6-(tert-butylsulfonylmethyl)pyrimidin-2-yl]phenyl]carbamate or phenyl N-[4-[4-[(3S)-3-methylmorpholin-4-yl]-6-(2-tert-butylsulfonylpropan-2-yl)pyrimidin-2-yl]phenyl]carbamate and the appropriate amine. As a reaction SMILES: [CH3:1][C@H:2]1[CH2:7][O:6][CH2:5][CH2:4][N:3]1[C:8]1[CH:13]=[C:12]([CH2:14][S:15]([C:18]([CH3:21])([CH3:20])[CH3:19])(=[O:17])=[O:16])[N:11]=[C:10]([C:22]2[CH:27]=[CH:26][C:25]([NH:28][C:29](=O)[O:30]C3C=CC=CC=3)=[CH:24][CH:23]=2)[N:9]=1.[CH3:38][C@H:39]1COCC[N:40]1C1C=C(C(S(C(C)(C)C)(=O)=O)(C)C)N=C(C2C=CC(NC(=O)OC3C=CC=CC=3)=CC=2)N=1>>[CH2:39]([NH:40][C:29](=[O:30])[NH:28][C:25]1[CH:26]=[CH:27][C:22]([C:10]2[N:9]=[C:8]([N:3]3[CH2:4][CH2:5][O:6][CH2:7][C@@H:2]3[CH3:1])[CH:13]=[C:12]([CH2:14][S:15]([C:18]([CH3:20])([CH3:19])[CH3:21])(=[O:17])=[O:16])[N:11]=2)=[CH:23][CH:24]=1)[CH3:38]. The product is C(C)NC(NC1=CC=C(C=C1)C1=NC(=CC(=N1)N1[C@H](COCC1)C)CS(=O)(=O)C(C)(C)C)=O (3-Ethyl-1-[4-[4-[(3S)-3-methylmorpholin-4-yl]-6-(tert-butylsulfonylmethyl)pyrimidin-2-yl]phenyl]urea). The reactants are CN(C(C(=S)OCC)=CC=C(C(=O)OCC)C1=CC=CC=C1)C (diethyl 2-dimethylamino-5-phenylthio-2,4-hexadienedioate), CC[O-].[Na+] (sodium ethylate), ethyl (n-butyolthio)acetate, F[B-](F)(F)F.CN(C)C(=CC=[N+](C)C)C(=O)OCC (N-(dimethylamino-3-ethoxycarbonylpropenylidene)-N-methylmethanaminium tetrafluoroborate), ethanolic solution. Solvent: C(C)O (ethanol). Yields the product CN(C(C(=S)OCC)=CC=C(C(=O)OCC)CCCC)C (Diethyl 2-dimethylamino-5-n-butylthio-2,4-hexadienedioate). RXN SMILES: [CH3:1][N:2]([CH3:23])[C:3](=[CH:9][CH:10]=[C:11]([C:17]1C=C[CH:20]=[CH:19][CH:18]=1)[C:12]([O:14][CH2:15][CH3:16])=[O:13])[C:4]([O:6][CH2:7][CH3:8])=[S:5].F[B-](F)(F)F.CN(C(C(OCC)=O)=CC=[N+](C)C)C.CC[O-].[Na+]>C(O)C>[CH3:23][N:2]([CH3:1])[C:3](=[CH:9][CH:10]=[C:11]([CH2:17][CH2:18][CH2:19][CH3:20])[C:12]([O:14][CH2:15][CH3:16])=[O:13])[C:4]([O:6][CH2:7][CH3:8])=[S:5] |f:1.2,3.4|. Reported procedure: The procedure is as in Example 2 for the preparation of diethyl 2-dimethylamino-5-phenylthio-2,4-hexadienedioate, starting with N-(dimethylamino-3-ethoxycarbonylpropenylidene)-N-methylmethanaminium tetrafluoroborate (10 g), a 2M ethanolic solution of sodium ethylate (17.5 cc) and ethyl (n-butyolthio)acetate (6.16 g) in ethanol (60 cc). Diethyl 2-dimethylamino-5-n-butylthio-2,4-hexadienedioate (10 g) is thereby obtained in the form of an orange-red oil, and is used in the crude state in the subse... Starting materials: CC(=O)CC(C)C, O=C(NCCCl)c1cccnc1, O=C(c1ccc(F)cc1)C1CCNCC1. RXN SMILES: [CH3:28][CH:29]([CH3:30])[CH2:31][C:32](=[O:33])[CH3:34].[Cl:16][CH2:17][CH2:18][NH:19][C:20](=[O:21])[c:22]1[cH:23][n:24][cH:25][cH:26][cH:27]1.[F:1][c:2]1[cH:3][cH:4][c:5]([C:8](=[O:9])[CH:10]2[CH2:11][CH2:12][NH:13][CH2:14][CH2:15]2)[cH:6][cH:7]1>>[F:1][c:2]1[cH:3][cH:4][c:5]([C:8](=[O:9])[CH:10]2[CH2:11][CH2:12][N:13]([CH2:17][CH2:18][NH:19][C:20](=[O:21])[c:22]3[cH:23][n:24][cH:25][cH:26][cH:27]3)[CH2:14][CH2:15]2)[cH:6][cH:7]1. The product is O=C(NCCN1CCC(C(=O)c2ccc(F)cc2)CC1)c1cccnc1. Starting materials: BrC=1C=C(C(=NC1)Cl)C(=O)Cl (5-bromo-2-chloro-3-pyridinecarbonyl chloride), BrC=1C=C(C(=NC1)O)C(=O)O (5-bromo-2-hydroxy-3-pyridinecarboxylic acid), O=S(Cl)Cl (SOCl2), NC=1C(=NC=CC1)NCC (3-amino-2-(ethylamino)pyridine), C(=O)(O)[O-].[Na+] (NaHCO3), ice H2O. Run in CC#N (MeCN). Reaction conditions: time 5 minute. Product: ClC1=NC=C(C=C1C(=O)NC=1C(=NC=CC1)NCC)Br (2-Chloro-N-{2-(ethylamino)-3-pyridinyl}-5-bromo-3-pyridinecarboxamide), solid. The yield is 69.0%. Reaction SMILES: [NH2:1][C:2]1[C:3]([NH:8][CH2:9][CH3:10])=[N:4][CH:5]=[CH:6][CH:7]=1.C([O-])(O)=O.[Na+].[Br:16][C:17]1[CH:18]=[C:19]([C:24](Cl)=[O:25])[C:20]([Cl:23])=[N:21][CH:22]=1.BrC1C=C(C(O)=O)C(O)=NC=1.O=S(Cl)Cl>CC#N>[Cl:23][C:20]1[C:19]([C:24]([NH:1][C:2]2[C:3]([NH:8][CH2:9][CH3:10])=[N:4][CH:5]=[CH:6][CH:7]=2)=[O:25])=[CH:18][C:17]([Br:16])=[CH:22][N:21]=1 |f:1.2|. Procedure details: To a cooled solution of 3-amino-2-(ethylamino)pyridine (30.6 g, 223 mmol) in MeCN (740 mL) was added solid NaHCO3 (56.3 g, 669 mmol). After 5 min, crude 5-bromo-2-chloro-3-pyridinecarbonyl chloride (prepared from 5-bromo-2-hydroxy-3-pyridinecarboxylic acid and SOCl2 [as described by T. W. Gero et al. in Synth. Commun. 1989, 19, 553-559 (incorporated herein by reference) but with omission of the aqueous work-up] was added (1 equiv., 223 mmol). After 2 h, the reaction mixture was poured over ice/H... Starting materials: BrC=1C=C(C=C(C1)C)C(=O)C1=NC(=NC(=C1C(C)C)OC)OC ((3-Bromo-5-methyl-phenyl)-(5-isopropyl-2,6-dimethoxy-pyrimidin-4-yl)-methanone). The solvent is Cl (HCl). Product: BrC=1C=C(C(=O)C2=C(C(NC(N2)=O)=O)C(C)C)C=C(C1)C (6-(3-Bromo-5-methyl-benzoyl)-5-isopropyl-1H-pyrimidine-2,4-dione). The yield is 93.9%. As a reaction SMILES: [Br:1][C:2]1[CH:3]=[C:4]([C:9]([C:11]2[C:16]([CH:17]([CH3:19])[CH3:18])=[C:15]([O:20]C)[N:14]=[C:13]([O:22]C)[N:12]=2)=[O:10])[CH:5]=[C:6]([CH3:8])[CH:7]=1>Cl>[Br:1][C:2]1[CH:3]=[C:4]([CH:5]=[C:6]([CH3:8])[CH:7]=1)[C:9]([C:11]1[NH:12][C:13](=[O:22])[NH:14][C:15](=[O:20])[C:16]=1[CH:17]([CH3:18])[CH3:19])=[O:10]. Procedure: Compound (27) (34.6 g, 91 mmol) was refluxed with conc. HCl (200 ml) for 3 hr. After cooling to room temperature, the white precipitate was collected by filtration, washed with cold water and hexane, and dried in high vacuo to afford 30 g (94%) of a white solid; m.p. 266-267° C.; 1H NMR (200 MHz, DMSO-d6) δ 1.05 (6H, d, J=6.8 Hz), 2.26 (1H, m), 2.40 (3H, s), 7.82 (2H, s), 7.93 (1H, s), 11.02 (1H, s), 11.17 (1H, s).